This data is from the Open Reaction Database (ORD), a public repository of structured organic reaction records. The task is: describe an organic reaction: reactants, conditions, products, and yield As a reaction SMILES: [C:1]1([C:7]2[CH:8]=[C:9]([C:17](O)=[O:18])[C:10]3[C:15]([CH:16]=2)=[CH:14][CH:13]=[CH:12][CH:11]=3)[CH:6]=[CH:5][CH:4]=[CH:3][CH:2]=1.S(Cl)(Cl)=O.[CH3:24][NH:25][CH:26]([CH2:28][CH3:29])[CH3:27]>N1C=CC=CC=1>[CH3:24][N:25]([CH:26]([CH3:27])[CH2:28][CH3:29])[C:17]([C:9]1[C:10]2[C:15](=[CH:14][CH:13]=[CH:12][CH:11]=2)[CH:16]=[C:7]([C:1]2[CH:6]=[CH:5][CH:4]=[CH:3][CH:2]=2)[CH:8]=1)=[O:18]. Solvent: N1=CC=CC=C1 (pyridine). The product is CN(C(=O)C1=CC(=CC2=CC=CC=C12)C1=CC=CC=C1)C(CC)C (N-methyl-N-(1-methylpropyl)-3-phenylnaphthalene-1-carboxamide). Reactants: C1(=CC=CC=C1)C=1C=C(C2=CC=CC=C2C1)C(=O)O (3-phenylnaphthalene-1-carboxylic acid), S(=O)(Cl)Cl (thionyl chloride), CNC(C)CC (N-methylbut-2-ylamine). Reported procedure: The procedure of Example 20 is followed using 3-phenylnaphthalene-1-carboxylic acid (4.3 g), thionyl chloride (20 ml) and N-methylbut-2-ylamine (1.5 g) in pyridine (20 ml) as the starting materials. After recrystallisation from petroleum ether, N-methyl-N-(1-methylpropyl)-3-phenylnaphthalene-1-carboxamide (2.8 g), melting at 125° C., is obtained. Product: Cn1nnnc1-c1cc(Nc2ncc(F)c(NC3CC(C)(C)NC(C)(C)C3)n2)cc(C2CC2)c1. Starting materials: Cn1nnnc1-c1cc(N)cc(C2CC2)c1, CC(C)O, CC1(C)CC(Nc2nc(Cl)ncc2F)CC(C)(C)N1, O, Cc1ccc(S(=O)(=O)O)cc1. As a reaction SMILES: [CH:20]1([c:23]2[cH:24][c:25]([NH2:35])[cH:26][c:27](-[c:29]3[n:30][n:31][n:32][n:33]3[CH3:34])[cH:28]2)[CH2:21][CH2:22]1.[CH:48]([OH:49])([CH3:50])[CH3:51].[Cl:1][c:2]1[n:3][cH:4][c:5]([F:19])[c:6]([NH:8][CH:9]2[CH2:10][C:11]([CH3:17])([CH3:18])[NH:12][C:13]([CH3:15])([CH3:16])[CH2:14]2)[n:7]1.[OH2:36].[c:37]1([CH3:38])[cH:39][cH:40][c:41]([S:42]([OH:43])(=[O:44])=[O:45])[cH:46][cH:47]1>>[c:2]1([NH:35][c:25]2[cH:24][c:23]([CH:20]3[CH2:21][CH2:22]3)[cH:28][c:27](-[c:29]3[n:30][n:31][n:32][n:33]3[CH3:34])[cH:26]2)[n:3][cH:4][c:5]([F:19])[c:6]([NH:8][CH:9]2[CH2:10][C:11]([CH3:17])([CH3:18])[NH:12][C:13]([CH3:15])([CH3:16])[CH2:14]2)[n:7]1. Starting materials: [N+](=O)([O-])C1=CC=C(C=C1)S(=O)(=O)NC1=C(C=CC=C1)C (4-Nitro-N-o-tolyl-benzenesulfonamide), COC=1C(=CC=CC1)N (o-anisidine). Yields the product COC1=C(C=CC=C1)NS(=O)(=O)C1=CC=C(C=C1)[N+](=O)[O-] (N-(2-methoxy-phenyl)-4-nitro-benzenesulfonamide). The yield is 59.0%. RXN SMILES: [N+:1]([C:4]1[CH:9]=[CH:8][C:7]([S:10]([NH:13][C:14]2[CH:19]=[CH:18][CH:17]=[CH:16][C:15]=2C)(=[O:12])=[O:11])=[CH:6][CH:5]=1)([O-:3])=[O:2].[CH3:21][O:22]C1C(N)=CC=CC=1>>[CH3:21][O:22][C:15]1[CH:16]=[CH:17][CH:18]=[CH:19][C:14]=1[NH:13][S:10]([C:7]1[CH:8]=[CH:9][C:4]([N+:1]([O-:3])=[O:2])=[CH:5][CH:6]=1)(=[O:12])=[O:11]. Reported procedure: (RK1-1-27C) I This compound was prepared according to the procedure described for compound 11a except using o-anisidine. Recrystallization from DCM/Hexanes obtained the required product as white crystals, (164 mg, 59%). Mp=141-143° C.; 1H NMR (400 MHz, CDCl3) δ 8.24 (d, J=8.8 Hz, 2H), 7.91 (d, J=8.8 Hz, 2H), 7.56 (dd, J=8.0, 1.6 Hz, 1H), 7.11 (td, J=7.9, 1.5 Hz, 1H), 7.02 (br s, 1H), 6.94 (td, J=7.6, 1.2 Hz, 1H), 6.74 (dd, J=8.0, 1.2 Hz, 1H), 3.62 (s, 3H). Starting materials: C1CCOC1, CCCCCN(Cc1ccc(OCC(=O)OCC)c(C)c1)c1cccc(-c2ccc(C(F)(F)F)cc2)c1, CO, [Na+], [OH-]. The product is CCCCCN(Cc1ccc(OCC(=O)O)c(C)c1)c1cccc(-c2ccc(C(F)(F)F)cc2)c1. Reaction SMILES: [CH2:42]1[O:43][CH2:44][CH2:45][CH2:46]1.[CH3:1][c:2]1[c:3]([O:4][CH2:5][C:6](=[O:7])[O:8][CH2:9][CH3:10])[cH:11][cH:12][c:13]([CH2:15][N:16]([c:17]2[cH:18][c:19](-[c:23]3[cH:24][cH:25][c:26]([C:29]([F:30])([F:31])[F:32])[cH:27][cH:28]3)[cH:20][cH:21][cH:22]2)[CH2:33][CH2:34][CH2:35][CH2:36][CH3:37])[cH:14]1.[CH3:40][OH:41].[Na+:39].[OH-:38]>>[CH3:1][c:2]1[c:3]([O:4][CH2:5][C:6](=[O:7])[OH:8])[cH:11][cH:12][c:13]([CH2:15][N:16]([c:17]2[cH:18][c:19](-[c:23]3[cH:24][cH:25][c:26]([C:29]([F:30])([F:31])[F:32])[cH:27][cH:28]3)[cH:20][cH:21][cH:22]2)[CH2:33][CH2:34][CH2:35][CH2:36][CH3:37])[cH:14]1. The reactants are [Li]CCCC, CC(C)NC(C)C, CC(C)[N-]C(C)C, CCOC(=O)CCC(F)(F)F, CI, [Li+], C1CCOC1. Yields the product CCOC(=O)C(C)CC(F)(F)F. Reaction SMILES: [CH2:8]([Li:9])[CH2:10][CH2:11][CH3:12].[CH:1]([NH:2][CH:3]([CH3:4])[CH3:5])([CH3:6])[CH3:7].[CH:24]([N-:25][CH:26]([CH3:27])[CH3:28])([CH3:29])[CH3:30].[F:13][C:14]([CH2:15][CH2:16][C:17](=[O:18])[O:19][CH2:20][CH3:21])([F:22])[F:23].[I:32][CH3:33].[Li+:31].[O:34]1[CH2:35][CH2:36][CH2:37][CH2:38]1>>[CH3:1][CH:16]([CH2:15][C:14]([F:13])([F:22])[F:23])[C:17](=[O:18])[O:19][CH2:20][CH3:21].